Dataset: the Open Reaction Database (ORD), a public repository of structured organic reaction records. Task: describe an organic reaction: reactants, conditions, products, and yield Reactants: C1(CCCCC1)NC1CCCCC1.S(=O)(=O)(O)CCN1N=NN=C1S (1-(2-Sulfoethyl)tetrazole-5-thiol di-cyclohexylamine salt). The solvent is O (water). The product is S(=O)(=O)(O)CCN1N=NN=C1S (1-(2-sulfoethyl)tetrazole-5-thiol). RXN SMILES: C1(NC2CCCCC2)CCCCC1.[S:14]([CH2:18][CH2:19][N:20]1[C:24]([SH:25])=[N:23][N:22]=[N:21]1)([OH:17])(=[O:16])=[O:15]>O>[S:14]([CH2:18][CH2:19][N:20]1[C:24]([SH:25])=[N:23][N:22]=[N:21]1)([OH:17])(=[O:16])=[O:15] |f:0.1|. Reported procedure: 1-(2-Sulfoethyl)tetrazole-5-thiol di-cyclohexylamine salt was dissolved in water and treated with Amberlite IR-12OH resin to give 1-(2-sulfoethyl)tetrazole-5-thiol. Starting materials: COC1=CC=C2CCC(CC2=C1)=O (7-methoxy-3,4-dihydro-1H-naphthalen-2-one), C(CC)N (propylamine), ClC(C)Cl (dichloroethane), C(C)(=O)O[BH-](OC(C)=O)OC(C)=O.[Na+] (sodium triacetoxyborohydride). Run at time 24 hour. Product: Cl.COC1=CC=C2CCC(CC2=C1)NCCC ((7-methoxy-1,2,3,4-tetrahydro-naphthalen-2-yl)-propyl-amine hydrochloride). Reaction SMILES: [CH3:1][O:2][C:3]1[CH:12]=[C:11]2[C:6]([CH2:7][CH2:8][C:9](=O)[CH2:10]2)=[CH:5][CH:4]=1.[CH2:14]([NH2:17])[CH2:15][CH3:16].C(O[BH-](OC(=O)C)OC(=O)C)(=O)C.[Na+].[Cl:32]C(Cl)C>>[ClH:32].[CH3:1][O:2][C:3]1[CH:12]=[C:11]2[C:6]([CH2:7][CH2:8][CH:9]([NH:17][CH2:14][CH2:15][CH3:16])[CH2:10]2)=[CH:5][CH:4]=1 |f:2.3,5.6|. Procedure: To a solution of 7-methoxy-3,4-dihydro-1H-naphthalen-2-one (6.0 g, 39.7 mmol) in dichloroethane (130 mL) under an inert atmosphere was added propylamine (3.4 mL, 41.7 mmol, 1.05 eq) followed by sodium triacetoxyborohydride (21 g, 99.3 mmol, 2.5 eq) in a single portion. The reaction was allowed to stir at room temperature for 24 h. The mixture was concentrated in vacuo and partitioned between EtOAc (200 mL) and 5% aq. NaOH (100 mL). The aqueous layer was extracted twice more with EtOAc (2×70 mL).... Reactants: C(CCCCC)O (1-hexanol), ClC=CC (3-chloro-2-propene), [OH-].C(CCC)[N+](CCCC)(CCCC)CCCC (tetrabutyl ammonium hydroxide), [OH-].[Na+] (NaOH). Run in O (water). Reaction conditions: temperature 70 celsius, time 7 hour. Yields the product CC(COCCCCCC)=C (1-(2-methyl-allyloxy)-hexane). Yield: 72.0%. As a reaction SMILES: [CH2:1]([OH:7])[CH2:2][CH2:3][CH2:4][CH2:5][CH3:6].[OH-].C([N+](C[CH2:23][CH2:24][CH3:25])(CCCC)CCCC)CCC.[OH-].[Na+].Cl[CH:29]=CC>O>[CH3:29][C:24](=[CH2:23])[CH2:25][O:7][CH2:1][CH2:2][CH2:3][CH2:4][CH2:5][CH3:6] |f:1.2,3.4|. Procedure details: In a 3000 mL reaction flask was charged 1-hexanol (500 g, 4.9 mol), a 40% by weight in water solution of tetrabutyl ammonium hydroxide (65 g, 0.10 mol), and a 50% by weight solution of NaOH (480 g, 6.6 mol). The mixture was heated to 70° C. and 3-chloro-2-propene (530 g, 5.9 mol) was fed into the reaction over 3 hours. The reaction was aged for 7 hours at 70° C., and then cooled to room temperature. The reaction was quenched with 800 mL of water, and the layers separated. The organic layer washe... The reactants are O=C1CCN(C2=C(N1)C=CC=C2)C2=CC=CC=C2 (2-oxo-5-phenyl-1,3,4,5-tetrahydro-2H-1,5-benzodiazepine), [H-].[Na+] (sodium hydride), COCCl (chloromethyl methyl ether). Run in O1CCCC1 (tetrahydrofuran). Reaction conditions: temperature 0 celsius, time 1 hour. The product is COCN1C(CCN(C2=C1C=CC=C2)C2=CC=CC=C2)=O (1-methoxymethyl-2-oxo-5-phenyl-1,3,4,5-tetrahydro-2H-1,5-benzodiazepine). Yield: 99.0%. Reaction SMILES: [O:1]=[C:2]1[NH:8][C:7]2[CH:9]=[CH:10][CH:11]=[CH:12][C:6]=2[N:5]([C:13]2[CH:18]=[CH:17][CH:16]=[CH:15][CH:14]=2)[CH2:4][CH2:3]1.[H-].[Na+].[CH3:21][O:22][CH2:23]Cl>O1CCCC1>[CH3:21][O:22][CH2:23][N:8]1[C:7]2[CH:9]=[CH:10][CH:11]=[CH:12][C:6]=2[N:5]([C:13]2[CH:18]=[CH:17][CH:16]=[CH:15][CH:14]=2)[CH2:4][CH2:3][C:2]1=[O:1] |f:1.2|. Procedure: In an argon stream, 2-oxo-5-phenyl-1,3,4,5-tetrahydro-2H-1,5-benzodiazepine (40.4 g) was added to 60% sodium hydride (8.84 g) suspended in absolute tetrahydrofuran (500 ml) at 0° C. The mixture was stirred for one hour at 0° C., and chloromethyl methyl ether (20.5 g) was added thereto, followed by stirring for two hours and 30 minutes at room temperature. The reaction mixture was concentrated under reduced pressure, and ice-water was added thereto, followed by extraction with chloroform. The org... Procedure details: Prepare by the method of Example 26FH.5 using 1-[2-[3-(3,4-dichloro-phenyl)-1-(3,4,5-trimethoxy-benzoyl)-pyrrolidin-3-yl]-ethyl]-4-phenyl-piperidine-4-carboxylic acid (0.16 g, 0.625 mmol) and 4-phenyl-piperidine-4-carboxylic acid (2-morpholino-ethyl)-amide hydrochloride (0.07 mL, 0.5 mmol). Chromatograph on silica gel eluting with 6% methanol/dichloromethane to give the title compound: Rf =0.34 (silica gel, 10% methanol/dichloromethane). As a reaction SMILES: [Cl:1][C:2]1[CH:3]=[C:4]([C:9]2([CH2:28][CH2:29][N:30]3[CH2:35][CH2:34][C:33]([C:39]4[CH:44]=[CH:43][CH:42]=[CH:41][CH:40]=4)([C:36]([OH:38])=O)[CH2:32][CH2:31]3)[CH2:13][CH2:12][N:11]([C:14](=[O:27])[C:15]3[CH:20]=[C:19]([O:21][CH3:22])[C:18]([O:23][CH3:24])=[C:17]([O:25][CH3:26])[CH:16]=3)[CH2:10]2)[CH:5]=[CH:6][C:7]=1[Cl:8].Cl.[O:46]1[CH2:51][CH2:50][N:49]([CH2:52][CH2:53][NH:54]C(C2(C3C=CC=CC=3)CCNCC2)=O)[CH2:48][CH2:47]1>CO.ClCCl>[ClH:1].[O:46]1[CH2:51][CH2:50][N:49]([CH2:52][CH2:53][NH:54][C:36]([C:33]2([C:39]3[CH:40]=[CH:41][CH:42]=[CH:43][CH:44]=3)[CH2:32][CH2:31][N:30]([CH2:29][CH2:28][C:9]3([C:4]4[CH:5]=[CH:6][C:7]([Cl:8])=[C:2]([Cl:1])[CH:3]=4)[CH2:13][CH2:12][N:11]([C:14](=[O:27])[C:15]4[CH:20]=[C:19]([O:21][CH3:22])[C:18]([O:23][CH3:24])=[C:17]([O:25][CH3:26])[CH:16]=4)[CH2:10]3)[CH2:35][CH2:34]2)=[O:38])[CH2:48][CH2:47]1 |f:1.2,3.4,5.6|. Run in CO.ClCCl (methanol dichloromethane). Product: Cl.O1CCN(CC1)CCNC(=O)C1(CCN(CC1)CCC1(CN(CC1)C(C1=CC(=C(C(=C1)OC)OC)OC)=O)C1=CC(=C(C=C1)Cl)Cl)C1=CC=CC=C1 (1-[2-[3-(3,4-dichloro-phenyl)-1-(3,4,5-trimethoxy-benzoyl)-pyrrolidin-3-yl]-ethyl]-4-phenyl-piperidine-4-carboxylic acid (2-morpholino-ethyl)-amide hydrochloride). The reactants are ClC=1C=C(C=CC1Cl)C1(CN(CC1)C(C1=CC(=C(C(=C1)OC)OC)OC)=O)CCN1CCC(CC1)(C(=O)O)C1=CC=CC=C1 (1-[2-[3-(3,4-dichloro-phenyl)-1-(3,4,5-trimethoxy-benzoyl)-pyrrolidin-3-yl]-ethyl]-4-phenyl-piperidine-4-carboxylic acid), Cl.O1CCN(CC1)CCNC(=O)C1(CCNCC1)C1=CC=CC=C1 (4-phenyl-piperidine-4-carboxylic acid (2-morpholino-ethyl)-amide hydrochloride). The reactants are COc1ncccc1-c1cc(C=O)c(OC)c(C(C)(C)C)c1, C1CCOC1, CC(C)[Mg+], [Cl-], Clc1cc(I)ccn1. Product: COc1ncccc1-c1cc(C(O)c2ccnc(Cl)c2)c(OC)c(C(C)(C)C)c1. RXN SMILES: [C:14]([CH3:15])([CH3:16])([CH3:17])[c:18]1[c:19]([O:34][CH3:35])[c:20]([CH:21]=[O:22])[cH:23][c:24](-[c:26]2[c:27]([O:32][CH3:33])[n:28][cH:29][cH:30][cH:31]2)[cH:25]1.[CH2:36]1[O:37][CH2:38][CH2:39][CH2:40]1.[CH:10]([Mg+:11])([CH3:12])[CH3:13].[Cl-:9].[Cl:1][c:2]1[n:3][cH:4][cH:5][c:6]([I:8])[cH:7]1>>[Cl:1][c:2]1[n:3][cH:4][cH:5][c:6]([CH:21]([c:20]2[c:19]([O:34][CH3:35])[c:18]([C:14]([CH3:15])([CH3:16])[CH3:17])[cH:25][c:24](-[c:26]3[c:27]([O:32][CH3:33])[n:28][cH:29][cH:30][cH:31]3)[cH:23]2)[OH:22])[cH:7]1. Reactants: C(=O)(O)[O-].[Na+] (NaHCO3), Cl (HCl), C(C)C1=C(N(C2=NC=C(N=C21)NC(OC(C)(C)C)=O)COCC[Si](C)(C)C)C2=CC=C(C=C2)C2(OCCO2)C (tert-Butyl 7-ethyl-6-(4-(2-methyl-1,3-dioxolan-2-yl)phenyl)-5-((2-(trimethylsilyl)ethoxy)methyl)-5H-pyrrolo[2,3-b]pyrazin-2-ylcarbamate), C(=O)(C(F)(F)F)O (TFA), C(=O)(C(F)(F)F)O (TFA). The solvent is O (water), CCOC(=O)C (EtOAc), O1CCOCC1 (1,4-dioxane). Conditions: time 15 minute. Yields the product NC=1N=C2C(=NC1)N(C(=C2CC)C2=CC=C(C=C2)C(C)=O)COCC[Si](C)(C)C (1-(4-(2-amino-7-ethyl-5-((2-(trimethylsilyl)ethoxy)methyl)-5H-pyrrolo[2,3-b]pyrazin-6-yl)phenyl)ethanone). Yield: 83.8%. RXN SMILES: [CH2:1]([C:3]1[C:11]2[C:6](=[N:7][CH:8]=[C:9]([NH:12]C(=O)OC(C)(C)C)[N:10]=2)[N:5]([CH2:20][O:21][CH2:22][CH2:23][Si:24]([CH3:27])([CH3:26])[CH3:25])[C:4]=1[C:28]1[CH:33]=[CH:32][C:31]([C:34]2([CH3:39])OCC[O:35]2)=[CH:30][CH:29]=1)[CH3:2].C(O)(C(F)(F)F)=O.Cl.C([O-])(O)=O.[Na+]>O1CCOCC1.O.CCOC(C)=O>[NH2:12][C:9]1[N:10]=[C:11]2[C:3]([CH2:1][CH3:2])=[C:4]([C:28]3[CH:29]=[CH:30][C:31]([C:34](=[O:35])[CH3:39])=[CH:32][CH:33]=3)[N:5]([CH2:20][O:21][CH2:22][CH2:23][Si:24]([CH3:27])([CH3:25])[CH3:26])[C:6]2=[N:7][CH:8]=1 |f:3.4|. Reported procedure: tert-Butyl 7-ethyl-6-(4-(2-methyl-1,3-dioxolan-2-yl)phenyl)-5-((2-(trimethylsilyl)ethoxy)methyl)-5H-pyrrolo[2,3-b]pyrazin-2-ylcarbamate (0.35 g, 0.631 mmol) in 1,4-dioxane (5 mL) was treated with TFA (0.073 mL, 0.946 mmol) then the solution was stirred for about 15 min at rt. The mixture was heated to about 60° C. for about 15 min and then TFA (0.145 mL, 1.88 mmol) was added and heating continued at about 75° C. for about 1 h. The solution was cooled to rt then concentrated (37%) aqueous HCl (0.... The reactants are C(C)(C)(C)OC(=O)N[C@H](C(=O)O)CC1=CC=C(C=C1)C1=CC=CC=C1 ((S)-2-t-Butoxycarbonylamino-3-biphenyl-4-yl-propionic acid), NCCC#N (3-aminopropionitrile), CN1CCOCC1 (N-methylmorpholine), ClC(=O)OCC(C)C (Isobutyl chloroformate). Solvent: C(C)(=O)OCC (ethyl acetate), C(Cl)Cl (methylene chloride), C(C)(=O)OCC (Ethyl acetate), C(Cl)Cl (methylene chloride). Run at time 5 minute. Yields the product C(C)(C)(C)OC(=O)N[C@H](C(=O)NCCC#N)CC1=CC=C(C=C1)C1=CC=CC=C1 ((S)-2-t-butoxycarbonylamino-3-biphenyl-4-yl-N-(2-cyanoethyl)-propionamide). RXN SMILES: [C:1]([O:5][C:6]([NH:8][C@@H:9]([CH2:13][C:14]1[CH:19]=[CH:18][C:17]([C:20]2[CH:25]=[CH:24][CH:23]=[CH:22][CH:21]=2)=[CH:16][CH:15]=1)[C:10]([OH:12])=O)=[O:7])([CH3:4])([CH3:3])[CH3:2].CN1CCOCC1.ClC(OCC(C)C)=O.[NH2:41][CH2:42][CH2:43][C:44]#[N:45]>C(OCC)(=O)C.C(Cl)Cl>[C:1]([O:5][C:6]([NH:8][C@@H:9]([CH2:13][C:14]1[CH:19]=[CH:18][C:17]([C:20]2[CH:21]=[CH:22][CH:23]=[CH:24][CH:25]=2)=[CH:16][CH:15]=1)[C:10]([NH:45][CH2:44][CH2:43][C:42]#[N:41])=[O:12])=[O:7])([CH3:4])([CH3:3])[CH3:2]. Procedure: (S)-2-t-Butoxycarbonylamino-3-biphenyl-4-yl-propionic acid (J. Org. Chem., 1992, 57, 379; 20 g, 58 mmol) in ethyl acetate (300 mL) and methylene chloride (75 mL) is cooled under nitrogen to 0° with an ice bath and treated with N-methylmorpholine (6.5 mL, 58 mmol). Isobutyl chloroformate (7.6 mL, 58 mmol) is added dropwise. After 5 minutes of stirring, 3-aminopropionitrile (4.52 g, 64 mmol) in methylene chloride (50 mL) is added over 4 minutes. Stirring is continued for 1 hour at 0° then for 4 ho...